Task: describe an organic reaction: reactants, conditions, products, and yield. Dataset: the Open Reaction Database (ORD), a public repository of structured organic reaction records The reactants are CN(C)S(=O)(=O)Cl, CCOCc1nc2c(N)ncc(C)c2n1CCCCN. Product: CCOCc1nc2c(N)ncc(C)c2n1CCCCNS(=O)(=O)N(C)C. As a reaction SMILES: [CH3:1][N:2]([S:3](=[O:4])(=[O:5])[Cl:6])[CH3:7].[NH2:8][CH2:9][CH2:10][CH2:11][CH2:12][n:13]1[c:14]([CH2:24][O:25][CH2:26][CH3:27])[n:15][c:16]2[c:17]([NH2:23])[n:18][cH:19][c:20]([CH3:22])[c:21]12>>[CH3:1][N:2]([S:3](=[O:4])(=[O:5])[NH:8][CH2:9][CH2:10][CH2:11][CH2:12][n:13]1[c:14]([CH2:24][O:25][CH2:26][CH3:27])[n:15][c:16]2[c:17]([NH2:23])[n:18][cH:19][c:20]([CH3:22])[c:21]12)[CH3:7]. The reactants are BrCC=1C=C2C=CC(OC2=CC1)=O (6-bromomethyl coumarin), Cl.Cl.C1(=CC=C(C=C1)N1CCNCC1)C (4-tolylpiperazine dihydrochloride), C([O-])([O-])=O.[K+].[K+] (potassium carbonate). The solvent is C(C)#N (acetonitrile). The product is C1(=CC=C(C=C1)N1CCN(CC1)CC1=CC=C2C=CC(OC2=C1)=O)C (7-(4-p-Tolyl-piperazin-1-ylmethyl)-chromen-2-one). Yield: 64.0%. RXN SMILES: BrC[C:3]1[CH:4]=[C:5]2[C:10](=[CH:11][CH:12]=1)[O:9][C:8](=[O:13])[CH:7]=[CH:6]2.Cl.Cl.[C:16]1([CH3:28])[CH:21]=[CH:20][C:19]([N:22]2[CH2:27][CH2:26][NH:25][CH2:24][CH2:23]2)=[CH:18][CH:17]=1.[C:29](=O)([O-])[O-].[K+].[K+]>C(#N)C>[C:16]1([CH3:28])[CH:17]=[CH:18][C:19]([N:22]2[CH2:23][CH2:24][N:25]([CH2:29][C:12]3[CH:11]=[C:10]4[C:5]([CH:6]=[CH:7][C:8](=[O:13])[O:9]4)=[CH:4][CH:3]=3)[CH2:26][CH2:27]2)=[CH:20][CH:21]=1 |f:1.2.3,4.5.6|. Procedure: A mixture of 6-bromomethyl coumarin (0.5 g, 2.09 mmol), 4-tolylpiperazine dihydrochloride (0.51 g, 2.53 mmol) and potassium carbonate (2 g, 14.5 mmol) in acetonitrile (100 mL) was heated under reflux for 18 hours. The cooled mixture was filtered and concentrated under vacuum to provide a solid. Recrystallization from ethyl acetate provided the product as plates (0.45 g, 64% yield), mp 154-155° C.